Dataset: the Open Reaction Database (ORD), a public repository of structured organic reaction records. Task: describe an organic reaction: reactants, conditions, products, and yield The reactants are C1(CCCCC1)N1CCC(=C(CC1)O[Si](C)(C)C)O[Si](C)(C)C (1-cyclohexyl-2,3,6,7-tetrahydro-4,5-bis(trimethylsilyloxy)azepine), Br.Br.NCC(=N)N (2-amino-acetamidine dihydrobromide). Yields the product NC=1C=NC2=C(CCN(CC2)C2CCCCC2)N1 (2-Amino-7-cyclohexyl-6,7,8,9-tetrahydro-5H-pyrazino[2,3-d]azepine). As a reaction SMILES: [CH:1]1([N:7]2[CH2:13][CH2:12][C:11](O[Si](C)(C)C)=[C:10](O[Si](C)(C)C)[CH2:9][CH2:8]2)[CH2:6][CH2:5][CH2:4][CH2:3][CH2:2]1.Br.Br.[NH2:26][CH2:27][C:28]([NH2:30])=[NH:29]>>[NH2:30][C:28]1[CH:27]=[N:26][C:11]2[CH2:12][CH2:13][N:7]([CH:1]3[CH2:6][CH2:5][CH2:4][CH2:3][CH2:2]3)[CH2:8][CH2:9][C:10]=2[N:29]=1 |f:1.2.3|. Procedure details: This compound was prepared analogous to Example 1 from 1-cyclohexyl-2,3,6,7-tetrahydro-4,5-bis(trimethylsilyloxy)azepine and 2-amino-acetamidine dihydrobromide. Starting materials: ethylene/vinyl acetate copolymer, C(C)(=O)OCC=C (allyl acetate), C=CC (propylene), C(C=C)#N (acrylonitrile), C=CC1=CC=CC=C1 (styrene). Product: C=CC1=CC=CC=C1.C(C=C)#N (styrene acrylonitrile). Reaction SMILES: [C:1](#[N:4])[CH:2]=[CH2:3].[CH2:5]=[CH:6][C:7]1[CH:12]=[CH:11][CH:10]=[CH:9][CH:8]=1.C(OCC=C)(=O)C.C=CC>>[CH2:5]=[CH:6][C:7]1[CH:12]=[CH:11][CH:10]=[CH:9][CH:8]=1.[C:1](#[N:4])[CH:2]=[CH2:3] |f:4.5|. Reported procedure: The rection mixture is then stirred for 8 hours at 85° C. After cooling, the solvent and residual monomers are removed with steam and the reaction product is dried. 32.5 kg of a graft copolymer are obtained which has an ethylene/vinyl acetate copolymer content of 21.8%, by weight, an acrylonitrile content of 18%, by weight, a styrene content of 59%, by weight, an allyl acetate content of 0.9%, by weight, and a propylene content of 0.3%, by weight, (melt index at 190° C: 0.47). The following mech... Starting materials: C(C)NC(=O)C=1SC(=CC1[Si](C)(C)C)CO (N-ethyl-5-(hydroxymethyl)-3-(trimethylsilyl)-2-thiophenecarboxamide), [Cr](=O)(=O)([O-])Cl.[NH+]1=CC=CC=C1 (pyridinium chlorochromate). Run in C(Cl)Cl (CH2Cl2). Conditions: time 2 hour. The product is C(C)NC(=O)C=1SC(=CC1[Si](C)(C)C)C=O (N-Ethyl-5-formyl-3-(trimethylsilyl)-2-thiophenecarboxamide). The yield is 86.1%. Reaction SMILES: [CH2:1]([NH:3][C:4]([C:6]1[S:7][C:8]([CH2:15][OH:16])=[CH:9][C:10]=1[Si:11]([CH3:14])([CH3:13])[CH3:12])=[O:5])[CH3:2].[Cr](Cl)([O-])(=O)=O.[NH+]1C=CC=CC=1>C(Cl)Cl>[CH2:1]([NH:3][C:4]([C:6]1[S:7][C:8]([CH:15]=[O:16])=[CH:9][C:10]=1[Si:11]([CH3:14])([CH3:13])[CH3:12])=[O:5])[CH3:2] |f:1.2|. Procedure details: To the compound of step b (1.3 g, 5 mmol) in 40 mL CH2Cl2 containing 1.8 g celite was added 2.4 g pyridinium chlorochromate and the resulting reaction mixture was stirred at RT for 2 h. The CH2 Cl2 solution was filtered through celite, washed with water, brine, dried and concentrated in vacuo. The residue was purified by flash chromatography with 10% ethyl acetate-hexane to give 1.1 g of the desired product as a light yellow solid, m.p. 62°-65° C. The reactants are Br, CC(=O)O, COc1ccc(-c2nc(C(F)(F)F)cn2C)cc1, O. Yields the product Cn1cc(C(F)(F)F)nc1-c1ccc(O)cc1. As a reaction SMILES: [BrH:23].[CH3:19][C:20](=[O:21])[OH:22].[CH3:1][O:2][c:3]1[cH:4][cH:5][c:6](-[c:9]2[n:10]([CH3:18])[cH:11][c:12]([C:14]([F:15])([F:16])[F:17])[n:13]2)[cH:7][cH:8]1.[OH2:24]>>[OH:2][c:3]1[cH:4][cH:5][c:6](-[c:9]2[n:10]([CH3:18])[cH:11][c:12]([C:14]([F:15])([F:16])[F:17])[n:13]2)[cH:7][cH:8]1. The reactants are C1(=CC=CC=C1)P(C1=CC=CC=C1)C1=CC=CC=C1 (triphenylphosphine), C(C(C)C)NC(CCl)=O (N-isobutyl-2-chloroacetamide). The solvent is C1=CC=CC=C1 (benzene), C1=CC=CC=C1 (benzene). Product: [Cl-].C(C(C)C)N(C(C)=O)[P+](C1=CC=CC=C1)(C1=CC=CC=C1)C1=CC=CC=C1 (N-isobutyl-acetamidotriphenyl-phosphonium chloride). The yield is 85.9%. RXN SMILES: [C:1]1([P:7]([C:14]2[CH:19]=[CH:18][CH:17]=[CH:16][CH:15]=2)[C:8]2[CH:13]=[CH:12][CH:11]=[CH:10][CH:9]=2)[CH:6]=[CH:5][CH:4]=[CH:3][CH:2]=1.[CH2:20]([NH:24][C:25](=[O:28])[CH2:26][Cl:27])[CH:21]([CH3:23])[CH3:22]>C1C=CC=CC=1>[Cl-:27].[CH2:20]([N:24]([P+:7]([C:1]1[CH:2]=[CH:3][CH:4]=[CH:5][CH:6]=1)([C:8]1[CH:13]=[CH:12][CH:11]=[CH:10][CH:9]=1)[C:14]1[CH:15]=[CH:16][CH:17]=[CH:18][CH:19]=1)[C:25](=[O:28])[CH3:26])[CH:21]([CH3:23])[CH3:22] |f:3.4|. Procedure details: To a solution of triphenylphosphine (229.8 g, 876 mmol) in dry benzene (800 ml) was added N-isobutyl-2-chloroacetamide (131 g, 876 mmol) (prepared by standard methods from 2-chloroacetyl chloride and isobutylamine) in dry benzene (100 ml). The solution was heated under reflux, with vigorous stirring, for 8 hours. Upon cooling, colourless needles formed. These were collected by filtration and the filtrate heated under reflux for a further 8 hours. A second batch of the produce was collected. The ...